Dataset: the Open Reaction Database (ORD), a public repository of structured organic reaction records. Task: describe an organic reaction: reactants, conditions, products, and yield The reactants are COC1=CC2=C(NC(N(CC2)C2CCNCC2)=O)C=C1 (7-methoxy-3-piperidin-4-yl-1,3,4,5-tetrahydro-benzo[d][1,3]diazepin-2-one), ClC1=NC(=CC(=C1)C(=O)C1=CC2=C(N(C(O2)=O)C)C(=C1)C)OC (6-(2-chloro-6-methoxy-pyridine-4-carbonyl)-3,4-dimethyl-3H-benzoxazol-2-one). Solvent: CN1CCCC1=O (NMP). Conditions: temperature 120 celsius, time 12 hour. Yields the product CN1C(OC2=C1C(=CC(=C2)C(=O)C2=CC(=NC(=C2)OC)N2CCC(CC2)N2C(NC1=C(CC2)C=C(C=C1)OC)=O)C)=O (3-[4′-(3,4-dimethyl-2-oxo-2,3-dihydro-benzoxazole-6-carbonyl)-6′-methoxy-3,4,5,6-tetrahydro-2H-[1,2′]bipyridinyl-4-yl]-7-methoxy-1,3,4,5-tetrahydro-benzo[d][1,3]diazepin-2-one). Reaction SMILES: [CH3:1][O:2][C:3]1[CH:20]=[CH:19][C:6]2[NH:7][C:8](=[O:18])[N:9]([CH:12]3[CH2:17][CH2:16][NH:15][CH2:14][CH2:13]3)[CH2:10][CH2:11][C:5]=2[CH:4]=1.Cl[C:22]1[CH:27]=[C:26]([C:28]([C:30]2[CH:40]=[C:39]([CH3:41])[C:33]3[N:34]([CH3:38])[C:35](=[O:37])[O:36][C:32]=3[CH:31]=2)=[O:29])[CH:25]=[C:24]([O:42][CH3:43])[N:23]=1>CN1C(=O)CCC1>[CH3:38][N:34]1[C:33]2[C:39]([CH3:41])=[CH:40][C:30]([C:28]([C:26]3[CH:25]=[C:24]([O:42][CH3:43])[N:23]=[C:22]([N:15]4[CH2:14][CH2:13][CH:12]([N:9]5[CH2:10][CH2:11][C:5]6[CH:4]=[C:3]([O:2][CH3:1])[CH:20]=[CH:19][C:6]=6[NH:7][C:8]5=[O:18])[CH2:17][CH2:16]4)[CH:27]=3)=[O:29])=[CH:31][C:32]=2[O:36][C:35]1=[O:37]. Procedure: 991 mg (3.60 mmol) 7-methoxy-3-piperidin-4-yl-1,3,4,5-tetrahydro-benzo[d][1,3]diazepin-2-one and 420 mg (1.26 mmol) 6-(2-chloro-6-methoxy-pyridine-4-carbonyl)-3,4-dimethyl-3H-benzoxazol-2-one were combined in 3 mL NMP and stirred for 12 h at 120° C. The mixture was purified by preparative HPLC-MS. The fractions containing the product were combined and the acetonitrile was eliminated i. vac. The residue was diluted with water, the precipitated solid was suction filtered, washed with water and dri... Starting materials: 4,3-Benzyl 2-(4-fluorophenyl)-4-oxopiperidine-1-carboxylate, O.NN (hydrazine hydrate), N1CCC(CC1)=O (piperidin-4-one), ClC1=CC=C(C=C1)C1N(CCC(C1)=O)C(=O)OCC1=CC=CC=C1 (benzyl 2-(4-chlorophenyl)-4-oxopiperidine-1-carboxylate), FC1=CC=C(C=C1)[Mg]Br (4-fluorophenylmagnesium bromide). As a reaction SMILES: ClC1C=[CH:6][C:5]([CH:8]2[CH2:13][C:12](=O)[CH2:11][CH2:10][N:9]2[C:15]([O:17][CH2:18][C:19]2[CH:24]=[CH:23][CH:22]=[CH:21][CH:20]=2)=[O:16])=[CH:4]C=1.FC1C=CC([Mg]Br)=CC=1.O.[NH2:35]N.[NH:37]1[CH2:42]CC(=O)CC1>>[CH:5]([CH:8]1[N:9]([C:15]([O:17][CH2:18][C:19]2[CH:20]=[CH:21][CH:22]=[CH:23][CH:24]=2)=[O:16])[CH2:10][C:11]2[CH:42]=[N:37][NH:35][C:12]=2[CH2:13]1)([CH3:4])[CH3:6] |f:2.3|. Procedure: 5-(4-Chlorophenylsulfonyl)-6-(4-fluorophenyl)-4,5,6,7-tetrahydro-1H-pyrazolo[4,3-Benzyl 2-(4-fluorophenyl)-4-oxopiperidine-1-carboxylate, prepared as described for compound 67 in Example using 4-fluorophenylmagnesium bromide, was formylated and treated with hydrazine hydrate as described for compound 50 in Example 1 to give benzyl 6-isopropyl-6,7-dihydro-1H-pyrazolo[4,3-c]pyridine-5(4H)-carboxylate. This compound was then deprotected and treated with 4-chlorophenylsulfonyl chloride followed by N... Yields the product C(C)(C)C1CC2=C(CN1C(=O)OCC1=CC=CC=C1)C=NN2 (benzyl 6-isopropyl-6,7-dihydro-1H-pyrazolo[4,3-c]pyridine-5(4H)-carboxylate). The product is ClC1=CC=C(C=C1)CCN(C)CCOC=1N(N=C(C1)C1=CC=C(C=C1)OC(C)=O)C (3-{2-[N-(2-(4-Chlorophenyl)-ethyl)-N-methylamino]-ethyloxy}-5-(4-acetoxyphenyl)-2-methylpyrazole). Starting materials: ClC1=CC=C(C=C1)CCN(C)CCOC=1N(N=C(C1)C1=CC=C(C=C1)O)C (3-{2-[N-(2-(4-chlorophenyl)-ethyl)-N-methylamino]-ethyloxy}-5-(4-hydroxyphenyl)-2-methylpyrazole), N1=CC=CC=C1 (pyridine), C(C)(=O)OC(C)=O (acetic anhydride), solution, Cl (hydrochloric acid). Solvent: ClCCl (dichloromethane), C(C)(C)O (isopropanol). Procedure: 100 mg of 3-{2-[N-(2-(4-chlorophenyl)-ethyl)-N-methylamino]-ethyloxy}-5-(4-hydroxyphenyl)-2-methylpyrazole (preparation see Example 9) were dissolved in 2 ml of dichloromethane. 0.15 ml of pyridine and 1 ml of acetic anhydride were added to the solution and the reaction mixture was stirred at room temperature for 24 hours. The reaction mixture was subsequently evaporated under reduced pressure, and the residue was taken up in aqueous sodium bicarbonate solution and extracted with dichloromethane... RXN SMILES: [Cl:1][C:2]1[CH:7]=[CH:6][C:5]([CH2:8][CH2:9][N:10]([CH2:12][CH2:13][O:14][C:15]2[N:16]([CH3:27])[N:17]=[C:18]([C:20]3[CH:25]=[CH:24][C:23]([OH:26])=[CH:22][CH:21]=3)[CH:19]=2)[CH3:11])=[CH:4][CH:3]=1.N1C=CC=CC=1.[C:34](OC(=O)C)(=[O:36])[CH3:35].Cl>ClCCl.C(O)(C)C>[Cl:1][C:2]1[CH:7]=[CH:6][C:5]([CH2:8][CH2:9][N:10]([CH2:12][CH2:13][O:14][C:15]2[N:16]([CH3:27])[N:17]=[C:18]([C:20]3[CH:21]=[CH:22][C:23]([O:26][C:34](=[O:36])[CH3:35])=[CH:24][CH:25]=3)[CH:19]=2)[CH3:11])=[CH:4][CH:3]=1. Run at time 24 hour. Starting materials: CCO, N#Cc1ccc(Cc2cnn(-c3ccc(OC(F)(F)F)cc3)c2C2CCCCC2)cc1, [K+], [OH-], O. Yields the product O=C(O)c1ccc(Cc2cnn(-c3ccc(OC(F)(F)F)cc3)c2C2CCCCC2)cc1. RXN SMILES: [CH3:35][CH2:36][OH:37].[CH:1]1([c:7]2[c:8]([CH2:23][c:24]3[cH:25][cH:26][c:27]([C:28]#[N:29])[cH:30][cH:31]3)[cH:9][n:10][n:11]2-[c:12]2[cH:13][cH:14][c:15]([O:18][C:19]([F:20])([F:21])[F:22])[cH:16][cH:17]2)[CH2:2][CH2:3][CH2:4][CH2:5][CH2:6]1.[K+:34].[OH-:33].[OH2:32]>>[CH:1]1([c:7]2[c:8]([CH2:23][c:24]3[cH:25][cH:26][c:27]([C:28](=[O:32])[OH:33])[cH:30][cH:31]3)[cH:9][n:10][n:11]2-[c:12]2[cH:13][cH:14][c:15]([O:18][C:19]([F:20])([F:21])[F:22])[cH:16][cH:17]2)[CH2:2][CH2:3][CH2:4][CH2:5][CH2:6]1. Starting materials: C(C)C1=CC=NC=C1 (4-ethylpyridine), ClC=1C=C(CCBr)C=CC1 (3-chlorophenethyl bromide). Yields the product ClC=1C=C(C=CC1)CCC(C)C1=CC=NC=C1 (1-(3-chlorophenyl)-3-(4-pyridyl)-butane). The yield is 28.3%. RXN SMILES: [CH2:1]([C:3]1[CH:8]=[CH:7][N:6]=[CH:5][CH:4]=1)[CH3:2].[Cl:9][C:10]1[CH:11]=[C:12]([CH:16]=[CH:17][CH:18]=1)[CH2:13][CH2:14]Br>>[Cl:9][C:10]1[CH:11]=[C:12]([CH2:13][CH2:14][CH:1]([C:3]2[CH:8]=[CH:7][N:6]=[CH:5][CH:4]=2)[CH3:2])[CH:16]=[CH:17][CH:18]=1. Procedure details: 1.0 g (9.35 mmol) of 4-ethylpyridine and 2.05 g (9.35 mmol) of 3-chlorophenethyl bromide were reacted in the same manner as in Example 1. The reaction product was purified to obtain 0.65 g of the desired compound (yield: 28.2%). The reactants are solution, C=O (formaldehyde), CC(C1=C(C=CC=C1)N)(C)O (α,α-dimethyl-2-aminobenzyl alcohol). Run in C1=CC=CC=C1 (benzene), O (water). Run at time 5 minute. Yields the product CC1(OCNC2=C1C=CC=C2)C (4,4-dimethyl-1,2-dihydro-4H-3,1-benzoxazine). Isolated yield 58.5%. As a reaction SMILES: [CH2:1]=O.[CH3:3][C:4]([OH:13])([CH3:12])[C:5]1[CH:10]=[CH:9][CH:8]=[CH:7][C:6]=1[NH2:11]>O.C1C=CC=CC=1>[CH3:12][C:4]1([CH3:3])[C:5]2[CH:10]=[CH:9][CH:8]=[CH:7][C:6]=2[NH:11][CH2:1][O:13]1. Procedure: An 8.25-ml solution of 37% aqueous formaldehyde (0.099 mol) was added over 5 minutes to a cooled (0° C.) mixture of 10 g (0.066 mol) α,α-dimethyl-2-aminobenzyl alcohol in 50 ml water. The reaction mixture was then diluted with 50 ml benzene and vigorously stirred for 5 minutes. The aqueous layer was separated and extracted with benzene. The benzene layer of the reaction mixture and the benzene extracts were combined, dried over magnesium sulfate and evaporated. The resulting oil was distilled th... The reactants are C1CCOC1, CC(C)[N-]C(C)C, CCC=O, [Cl-], Fc1ccccn1, [Li+], [NH4+]. The product is CCC(O)c1cccnc1F. As a reaction SMILES: [CH2:22]1[O:23][CH2:24][CH2:25][CH2:26]1.[CH3:2][CH:3]([N-:4][CH:5]([CH3:6])[CH3:7])[CH3:8].[CH:16]([CH2:17][CH3:18])=[O:19].[Cl-:20].[F:9][c:10]1[n:11][cH:12][cH:13][cH:14][cH:15]1.[Li+:1].[NH4+:21]>>[F:9][c:10]1[n:11][cH:12][cH:13][cH:14][c:15]1[CH:16]([CH2:17][CH3:18])[OH:19]. Reactants: COC(CC1=CC=C(C=C1)Cl)=O ((4-Chloro-phenyl)-acetic acid methyl ester), C[O-].[Na+] (sodium methoxide), C=O (Paraformaldehyde). The solvent is CCOC(=O)C (EtOAc), CS(=O)C (DMSO). Conditions: time 4 hour. Yields the product COC(C(CO)C1=CC=C(C=C1)Cl)=O (2-(4-Chloro-phenyl)-3-hydroxy-propionic acid methyl ester). The yield is 52.0%. Reaction SMILES: [CH3:1][O:2][C:3](=[O:12])[CH2:4][C:5]1[CH:10]=[CH:9][C:8]([Cl:11])=[CH:7][CH:6]=1.[CH3:13][O-:14].[Na+].C=O>CS(C)=O.CCOC(C)=O>[CH3:1][O:2][C:3](=[O:12])[CH:4]([C:5]1[CH:10]=[CH:9][C:8]([Cl:11])=[CH:7][CH:6]=1)[CH2:13][OH:14] |f:1.2|. Procedure: To a stirred solution of (4-Chloro-phenyl)-acetic acid methyl ester (2 g, 10.8 mmol) in DMSO (22 mL) was added sodium methoxide (29.2 mg, 0.54 mmol) at 0° C. Paraformaldehyde (342 mg, 11.4 mmol) was then added and the reaction mixture was stirred at room temperature for 4 hours. The reaction mixture was diluted with EtOAc (100 mL), washed with water (3×20 mL), brine (20 mL), dried (Na2SO4) and evaporated in vacuo. The crude material was purified by column chromatography on silica gel (gradient o...